From a dataset of the Open Reaction Database (ORD), a public repository of structured organic reaction records. describe an organic reaction: reactants, conditions, products, and yield The reactants are CCO, Cl, [K+], [OH-], O, COC(=O)c1cccc(NCCOc2cccc3ccccc23)c1. Product: O=C(O)c1cccc(NCCOc2cccc3ccccc23)c1. Reaction SMILES: [CH3:27][CH2:28][OH:29].[ClH:30].[K+:26].[OH-:25].[OH2:31].[c:1]1([O:11][CH2:12][CH2:13][NH:14][c:15]2[cH:16][c:17]([C:18](=[O:19])[O:20][CH3:21])[cH:22][cH:23][cH:24]2)[cH:2][cH:3][cH:4][c:5]2[cH:6][cH:7][cH:8][cH:9][c:10]12>>[c:1]1([O:11][CH2:12][CH2:13][NH:14][c:15]2[cH:16][c:17]([C:18](=[O:19])[OH:20])[cH:22][cH:23][cH:24]2)[cH:2][cH:3][cH:4][c:5]2[cH:6][cH:7][cH:8][cH:9][c:10]12. Product: CCOC(=O)C=Cc1ccc(N=C2SCC3(CCCC3)N2C2CCCC2)c(CC)c1. Starting materials: CCc1cc(C=O)ccc1N=C1SCC2(CCCC2)N1C1CCCC1, C1CCC2=NCCCN2CC1, CCOC(=O)CP(=O)(OCC)OCC, CC#N, [Cl-], [Li+]. RXN SMILES: [CH2:1]([CH3:2])[c:3]1[c:4]([N:11]=[C:12]2[N:13]([CH:21]3[CH2:22][CH2:23][CH2:24][CH2:25]3)[C:14]3([CH2:15][S:16]2)[CH2:17][CH2:18][CH2:19][CH2:20]3)[cH:5][cH:6][c:7]([CH:9]=[O:10])[cH:8]1.[CH2:28]1[CH2:29][CH2:30][C:31]2=[N:36][CH2:35][CH2:34][CH2:33][N:32]2[CH2:37][CH2:38]1.[CH3:39][CH2:40][O:41][C:42](=[O:43])[CH2:44][P:45]([O:46][CH2:47][CH3:48])([O:49][CH2:50][CH3:51])=[O:52].[CH3:53][C:54]#[N:55].[Cl-:26].[Li+:27]>>[CH2:1]([CH3:2])[c:3]1[c:4]([N:11]=[C:12]2[N:13]([CH:21]3[CH2:22][CH2:23][CH2:24][CH2:25]3)[C:14]3([CH2:15][S:16]2)[CH2:17][CH2:18][CH2:19][CH2:20]3)[cH:5][cH:6][c:7]([CH:9]=[CH:44][C:42]([O:41][CH2:40][CH3:39])=[O:43])[cH:8]1. Reactants: C(\C=C/C(=O)OC)(=O)OC (dimethyl maleate), P(OC)(OC)[O-] (dimethyl phosphite). Run in C[O-].[Na+] (sodium methylate). Conditions: temperature 100 celsius, time 30 minute. The product is COP(OC)(=O)C(CC(=O)OC)C(=O)OC (α,β-bis-(methoxycarbonyl)-ethane-phosphonic acid dimethyl ester). Reaction SMILES: [C:1]([O:9][CH3:10])(=[O:8])/[CH:2]=[CH:3]\[C:4]([O:6][CH3:7])=[O:5].[P:11]([O-:16])([O:14][CH3:15])[O:12][CH3:13]>C[O-].[Na+]>[CH3:13][O:12][P:11]([CH:2]([C:1]([O:9][CH3:10])=[O:8])[CH2:3][C:4]([O:6][CH3:7])=[O:5])(=[O:16])[O:14][CH3:15] |f:2.3|. Procedure: 20 ml of 5% sodium methylate solution are added dropwise to 144 g (1 mol) of dimethyl maleate and 110 g of dimethyl phosphite until the exothermic reaction is completed. The reaction mixture is stirred for a further 30 minutes at 100° C. and then freed from low volatility constituents. Starting materials: [Br-], C1CCOC1, C[Mg+], CCOCC, [Cl-], O=CC1CCCC(c2ccccc2)N1S(=O)(=O)c1ccc(Cl)cc1, [NH4+]. Product: CC(O)C1CCCC(c2ccccc2)N1S(=O)(=O)c1ccc(Cl)cc1. Reaction SMILES: [Br-:25].[CH2:35]1[O:36][CH2:37][CH2:38][CH2:39]1.[CH3:26][Mg+:27].[CH3:28][CH2:29][O:30][CH2:31][CH3:32].[Cl-:33].[Cl:1][c:2]1[cH:3][cH:4][c:5]([S:8](=[O:9])(=[O:10])[N:11]2[CH:12]([CH:23]=[O:24])[CH2:13][CH2:14][CH2:15][CH:16]2[c:17]2[cH:18][cH:19][cH:20][cH:21][cH:22]2)[cH:6][cH:7]1.[NH4+:34]>>[Cl:1][c:2]1[cH:3][cH:4][c:5]([S:8](=[O:9])(=[O:10])[N:11]2[CH:12]([CH:23]([OH:24])[CH3:28])[CH2:13][CH2:14][CH2:15][CH:16]2[c:17]2[cH:18][cH:19][cH:20][cH:21][cH:22]2)[cH:6][cH:7]1. Starting materials: N12CC(C(CC1)CC2)NC2=CC=C(C=C2)NC2=CC=CC=C2 (N-1-azabicyclo[2.2.2]oct-3-yl-N′-phenylbenzene-1,4-diamine), Cl (HCl). The solvent is C(C)(=O)OCC (ethyl acetate), O1CCOCC1 (1,4-dioxane). Product: Cl.N12CC(C(CC1)CC2)NC2=CC=C(C=C2)NC2=CC=CC=C2 (N-1-azabicyclo[2.2.2]oct-3-yl-N′-phenylbenzene-1,4-diamine hydrochloride). As a reaction SMILES: [N:1]12[CH2:8][CH2:7][CH:4]([CH2:5][CH2:6]1)[CH:3]([NH:9][C:10]1[CH:15]=[CH:14][C:13]([NH:16][C:17]3[CH:22]=[CH:21][CH:20]=[CH:19][CH:18]=3)=[CH:12][CH:11]=1)[CH2:2]2.[ClH:23]>C(OCC)(=O)C.O1CCOCC1>[ClH:23].[N:1]12[CH2:6][CH2:5][CH:4]([CH2:7][CH2:8]1)[CH:3]([NH:9][C:10]1[CH:15]=[CH:14][C:13]([NH:16][C:17]3[CH:22]=[CH:21][CH:20]=[CH:19][CH:18]=3)=[CH:12][CH:11]=1)[CH2:2]2 |f:4.5|. Procedure details: The product of Example 35C (120 mg, 0.40 mmol) in ethyl acetate (5 mL) was treated with 4M HCl in 1,4-dioxane (0.5 mL). The title compound was obtained as a solid (100 mg, yield, 69%). 1H NMR (MeOH-d4, 300 MHz) δ 1.86–2.11 (m, 3H), 2.25–2.41 (m, 2H), 3.16 (ddd, J=12.9, 5.1, 2.5 Hz, 1H), 3.27–3.47 (m, 4H), 3.80 (ddd, J=12.9, 9.5, 2.4 Hz, 1H), 4.00–4.07 (m, 1H), 6.83–6.91 (m, 4H), 7.13–7.33 (m, 5H) ppm. MS (DCl/NH3) m/z 294 (M+H)+. Anal. calculated for C19H23N3.2.4HCl .1.0H2O: 57.20; H, 6.92; N, 1... Starting materials: CCOC(=O)C(=O)CC(=O)c1cccc(C2CCCc3ccccc32)c1, CO, [Na+], [OH-]. Yields the product O=C(O)C(=O)CC(=O)c1cccc(C2CCCc3ccccc32)c1. Reaction SMILES: [CH2:1]([CH3:2])[O:3][C:4]([C:5]([CH2:6][C:7]([c:8]1[cH:9][c:10]([CH:14]2[CH2:15][CH2:16][CH2:17][c:18]3[cH:19][cH:20][cH:21][cH:22][c:23]32)[cH:11][cH:12][cH:13]1)=[O:24])=[O:25])=[O:26].[CH3:29][OH:30].[Na+:28].[OH-:27]>>[O:3]=[C:4]([C:5]([CH2:6][C:7]([c:8]1[cH:9][c:10]([CH:14]2[CH2:15][CH2:16][CH2:17][c:18]3[cH:19][cH:20][cH:21][cH:22][c:23]32)[cH:11][cH:12][cH:13]1)=[O:24])=[O:25])[OH:26]. The reactants are OC(CC[C@H]1[C@H](CNCC1)C(=O)OC)C1=CC=NC2=CC=C(C=C12)OC (methyl (3R,4R)-4-[3-(R,S)-hydroxy-3-(6-methoxyquinolin-4-yl)propyl]piperidine-3-carboxylate), C(C)(C)(C)SCCCl (2-chloroethyl tert-butyl sulfide), C([O-])([O-])=O.[K+].[K+] (potassium carbonate), [I-].[K+] (potassium iodide). Run in C(C)#N (acetonitrile), CO (methanol). Run at temperature 20 celsius. Yields the product OC(CC[C@H]1[C@H](CN(CC1)CCSC(C)(C)C)C(=O)OC)C1=CC=NC2=CC=C(C=C12)OC (methyl (3R,4R)-4-[3-(R,S)-hydroxy-3-(6-methoxyquinolin-4-yl)propyl]-1-[2-(tert-butylthio)ethyl]piperidine-3-carboxylate). The yield is 27.9%. As a reaction SMILES: [OH:1][CH:2]([C:15]1[C:24]2[C:19](=[CH:20][CH:21]=[C:22]([O:25][CH3:26])[CH:23]=2)[N:18]=[CH:17][CH:16]=1)[CH2:3][CH2:4][C@@H:5]1[CH2:10][CH2:9][NH:8][CH2:7][C@@H:6]1[C:11]([O:13][CH3:14])=[O:12].[C:27]([S:31][CH2:32][CH2:33]Cl)([CH3:30])([CH3:29])[CH3:28].C(=O)([O-])[O-].[K+].[K+].[I-].[K+]>C(#N)C.CO>[OH:1][CH:2]([C:15]1[C:24]2[C:19](=[CH:20][CH:21]=[C:22]([O:25][CH3:26])[CH:23]=2)[N:18]=[CH:17][CH:16]=1)[CH2:3][CH2:4][C@@H:5]1[CH2:10][CH2:9][N:8]([CH2:33][CH2:32][S:31][C:27]([CH3:30])([CH3:29])[CH3:28])[CH2:7][C@@H:6]1[C:11]([O:13][CH3:14])=[O:12] |f:2.3.4,5.6|. Reported procedure: 0.717 g of methyl (3R,4R)-4-[3-(R,S)-hydroxy-3-(6-methoxyquinolin-4-yl)propyl]piperidine-3-carboxylate in 15 cm3 of acetonitrile and 15 cm3 of methanol was heated for 16 hours at a temperature in the region of the reflux temperature, with stirring and under an inert atmosphere, with 0.43 g of 2-chloroethyl tert-butyl sulfide in the presence of 0.33 g of potassium carbonate and 0.4 g of potassium iodide. After cooling the reaction mixture to a temperature in the region of 20° C., the insoluble ma... Reactants: C1=CCCC=CCC1 (1,5-cyclooctadiene), Rh2(OAc)4, [N+](=[N-])=C(C(=O)OCC)C(=O)OCC (diethyl diazomalonate). Solvent: C(Cl)Cl (CH2Cl2), C(Cl)Cl (CH2Cl2). Run at time 24 hour. Product: [C@H]12CC\C=C/CC[C@@H]2C1(C(=O)OCC)C(=O)OCC ((1R,8S,Z)-Diethyl bicyclo[6.1.0]non-4-ene-9,9-dicarboxylate). RXN SMILES: [CH:1]1[CH2:8][CH2:7][CH:6]=[CH:5][CH2:4][CH2:3][CH:2]=1.[N+](=[C:11]([C:17]([O:19][CH2:20][CH3:21])=[O:18])[C:12]([O:14][CH2:15][CH3:16])=[O:13])=[N-]>C(Cl)Cl>[C@H:1]12[C:11]([C:12]([O:14][CH2:15][CH3:16])=[O:13])([C:17]([O:19][CH2:20][CH3:21])=[O:18])[C@H:8]1[CH2:7][CH2:6][CH:5]=[CH:4][CH2:3][CH2:2]2. Procedure: To a solution of 1,5-cyclooctadiene (5.27 mL, 43.0 mmol) and Rh2(OAc)4 (100 mg, 0.23 mmol) in CH2Cl2 (5 mL) was added dropwise in 3 h a solution of diethyl diazomalonate (1.0 g, 5.37 mmol) in CH2Cl2 (5 mL). This solution was stirred for 24 h at rt. The CH2Cl2 was evaporated and the excess of cyclooctadiene was removed by filtration over a glass filter filled with silica (cluens: heptane). The filtrate was concentrated in vacuo and the residue was purified by column chromatography on silica gel (... Reactants: NC=1OC(C(N1)=O)C1=CC=CC=C1 (2-amino-5-phenyl-1,3-oxazol-4(5H)-one), NCC1CCCCC1 (aminomethylcyclohexane). Yields the product C1(CCCCC1)CNC=1OC(C(N1)=O)C1=CC=CC=C1 (2-[(cyclohexylmethyl)amino]-5-phenyl-1,3-oxazol-4(5H)-one). As a reaction SMILES: [NH2:1][C:2]1[O:3][CH:4]([C:8]2[CH:13]=[CH:12][CH:11]=[CH:10][CH:9]=2)[C:5](=[O:7])[N:6]=1.N[CH2:15][CH:16]1[CH2:21][CH2:20][CH2:19][CH2:18][CH2:17]1>>[CH:16]1([CH2:15][NH:1][C:2]2[O:3][CH:4]([C:8]3[CH:13]=[CH:12][CH:11]=[CH:10][CH:9]=3)[C:5](=[O:7])[N:6]=2)[CH2:21][CH2:20][CH2:19][CH2:18][CH2:17]1. Procedure: Synthesis was performed from 2-amino-5-phenyl-1,3-oxazol-4(5H)-one and aminomethylcyclohexane according to Method G+H.